Task: describe an organic reaction: reactants, conditions, products, and yield. Dataset: the Open Reaction Database (ORD), a public repository of structured organic reaction records The reactants are C(C)(C)(C)OC(=O)NCC=1C=C(C(=O)OC)C=CC1 (Methyl 3-{[(tert-butoxycarbonyl)amino]methyl}benzoate), C1(=CC=CC=C1)C (toluene), [OH-].[Na+] (NaOH), [H-].COCCO[Al+]OCCOC.[Na+].[H-] (Sodium bis(2-methoxyethoxy)aluminum hydride). Solvent: C(Cl)(Cl)Cl (CHCl3). Run at temperature 0 celsius, time 1 hour. The product is OCC=1C=C(CNC(OC(C)(C)C)=O)C=CC1 (tert-butyl [3-(hydroxymethyl)benzyl]carbamate). Isolated yield 99.7%. Reaction SMILES: [C:1]([O:5][C:6]([NH:8][CH2:9][C:10]1[CH:11]=[C:12]([CH:17]=[CH:18][CH:19]=1)[C:13](OC)=[O:14])=[O:7])([CH3:4])([CH3:3])[CH3:2].C1(C)C=CC=CC=1.[H-].COCCO[Al+]OCCOC.[Na+].[H-].[OH-].[Na+]>C(Cl)(Cl)Cl>[OH:14][CH2:13][C:12]1[CH:11]=[C:10]([CH:19]=[CH:18][CH:17]=1)[CH2:9][NH:8][C:6](=[O:7])[O:5][C:1]([CH3:3])([CH3:4])[CH3:2] |f:2.3.4.5,6.7|. Reported procedure: Methyl 3-{[(tert-butoxycarbonyl)amino]methyl}benzoate (4.6 g) was mixed with toluene (50 ml), followed by cooling to 0° C. Sodium bis(2-methoxyethoxy)aluminum hydride (65% toluene solution) (20 g) was added dropwise over 30 minutes, followed by stirring at 0° C. for 1 hour. A 1 M aqueous NaOH solution (30 ml) was added dropwise to the reaction mixture, and CHCl3 was then added thereto. The organic layer was dried over Na2SO4 and concentrated under reduced pressure. The obtained residue was purif... Reactants: C(C)OC1=CC=C2C=C(NC2=C1)C1=CC=C(C=C1)[N+](=O)[O-] (6-Ethoxy-2-(4-nitro-phenyl)-1H-indole), C(=O)([O-])[O-].[Cs+].[Cs+] (Cs2CO3), CN(C)C=O (DMF), BrCC1CC1 (bromomethylcyclopropane). Solvent: O (H2O). Yields the product C1(CC1)CN1C(=CC2=CC=C(C=C12)OCC)C1=CC=C(C=C1)[N+](=O)[O-] (1-cyclopropylmethyl-6-ethoxy-2-(4-nitro-phenyl)-1H-indole). Isolated yield 87.9%. As a reaction SMILES: [CH2:1]([O:3][C:4]1[CH:12]=[C:11]2[C:7]([CH:8]=[C:9]([C:13]3[CH:18]=[CH:17][C:16]([N+:19]([O-:21])=[O:20])=[CH:15][CH:14]=3)[NH:10]2)=[CH:6][CH:5]=1)[CH3:2].C([O-])([O-])=O.[Cs+].[Cs+].CN(C=O)C.Br[CH2:34][CH:35]1[CH2:37][CH2:36]1>O>[CH:35]1([CH2:34][N:10]2[C:11]3[C:7](=[CH:6][CH:5]=[C:4]([O:3][CH2:1][CH3:2])[CH:12]=3)[CH:8]=[C:9]2[C:13]2[CH:14]=[CH:15][C:16]([N+:19]([O-:21])=[O:20])=[CH:17][CH:18]=2)[CH2:37][CH2:36]1 |f:1.2.3|. Procedure details: 6-Ethoxy-2-(4-nitro-phenyl)-1H-indole (4.5 g, 16 mmol), Cs2CO3 (7.8 g, 24 mmol), DMF (23 mL), and bromomethylcyclopropane (1.8 mL, 18 mmol) were stirred at 80° C. in a sealed tube for 16 hours. The reaction mixture was diluted with H2O and extracted with EtOAc. The organic layer was washed with H2O and brine and then dried and concentrated. Purification by silica gel chromatography (1:1 CH2Cl2/hexane) provided 1-cyclopropylmethyl-6-ethoxy-2-(4-nitro-phenyl)-1H-indole (4.73 g, 88%) as an orange s...